This data is from the Open Reaction Database (ORD), a public repository of structured organic reaction records. The task is: describe an organic reaction: reactants, conditions, products, and yield The reactants are C(C)(C)(C)OC(=O)NC1CN(CCC1O)C(=O)OCC1=CC=CC=C1 ((+/−)-benzyl 3-(tert-butoxycarbonylamino)-4-hydroxypiperidine-1-carboxylate), CC(=O)OI1(C=2C=CC=CC2C(=O)O1)(OC(=O)C)OC(=O)C (Dess-Martin periodinane), C(=O)(O)[O-].[Na+] (NaHCO3), [O-]S(=O)(=S)[O-].[Na+].[Na+] (Na2S2O3). Run in ClCCl (dichloromethane), C(C)(=O)OCC (ethyl acetate). Reaction conditions: time 16 hour. Product: C(C)(C)(C)OC(=O)NC1CN(CCC1=O)C(=O)OCC1=CC=CC=C1 ((+/−)-Benzyl 3-(tert-butoxycarbonylamino)-4-oxopiperidine-1-carboxylate). Reaction SMILES: [C:1]([O:5][C:6]([NH:8][CH:9]1[CH:14]([OH:15])[CH2:13][CH2:12][N:11]([C:16]([O:18][CH2:19][C:20]2[CH:25]=[CH:24][CH:23]=[CH:22][CH:21]=2)=[O:17])[CH2:10]1)=[O:7])([CH3:4])([CH3:3])[CH3:2].CC(OI1(OC(C)=O)(OC(C)=O)OC(=O)C2C=CC=CC1=2)=O.C([O-])(O)=O.[Na+].[O-]S([O-])(=S)=O.[Na+].[Na+]>ClCCl.C(OCC)(=O)C>[C:1]([O:5][C:6]([NH:8][CH:9]1[C:14](=[O:15])[CH2:13][CH2:12][N:11]([C:16]([O:18][CH2:19][C:20]2[CH:25]=[CH:24][CH:23]=[CH:22][CH:21]=2)=[O:17])[CH2:10]1)=[O:7])([CH3:4])([CH3:2])[CH3:3] |f:2.3,4.5.6|. Procedure details: To a solution of (+/−)-benzyl 3-(tert-butoxycarbonylamino)-4-hydroxypiperidine-1-carboxylate in dichloromethane (0.1 M solution) was added Dess-Martin periodinane (1.5 equiv.). The reaction mixture was stirred at room temperature for 16 h. Then, the saturated NaHCO3 and 0.1 N Na2S2O3 aqueous solutions were added to the reaction mixture, which was stirred for 30 min and worked up with ethyl acetate. The crude benzyl 3-(tert-butoxycarbonylamino)-4-oxopiperidine-1-carboxylate was purified by flash ... Starting materials: K2S2O8, FC(C(=O)O)(F)F (trifluoroacetic acid), C1(=CC=CC=C1)C (toluene). The reagents and catalysts are catalyst. The solvent is O (water). Reaction conditions: temperature 53 celsius, time 16 hour. Yields the product CC=1C=CC=CC1C(=O)O (toluic acid). As a reaction SMILES: F[C:2](F)(F)[C:3]([OH:5])=[O:4].[C:8]1(C)[CH:13]=[CH:12][CH:11]=[CH:10][CH:9]=1>O>[CH3:11][C:10]1[CH:9]=[CH:8][CH:13]=[CH:12][C:2]=1[C:3]([OH:5])=[O:4]. Reported procedure: A mixture of K2S2O8 (1.35 g), trifluoroacetic acid (5 mL), 0.083 mL of a catalyst solution as prepared in Example 3(a) above, and toluene (5 mL) was stirred under CO (1 atm) at 53° C. (oil bath) for 16 hours. After the reaction was quenched with water, the unreacted toluene was removed with an air flow over the liquid phase. Ether (20 mL) and chlorobenzene (internal standard; 0.15 mL) were added. After vigorously stirring the mixture for 5-10 minutes, the ethereal phase was analyzed by GC-MS. Th... Starting materials: C=CCN1CCCC(CNC(=O)C2CCCN2C(=O)C2CC(O)CN2C(=O)CC(c2ccccc2)(c2ccccc2)c2ccccc2)C1, C=CCBr. Product: [Br-], C=CC[N+]1(CC=C)CCCC(CNC(=O)C2CCCN2C(=O)C2CC(O)CN2C(=O)CC(c2ccccc2)(c2ccccc2)c2ccccc2)C1. Reaction SMILES: [CH2:1]([CH:2]=[CH2:3])[N:4]1[CH2:5][CH:6]([CH2:10][NH:11][C:12](=[O:13])[CH:14]2[N:15]([C:19](=[O:20])[CH:21]3[N:22]([C:27]([CH2:28][C:29]([c:30]4[cH:31][cH:32][cH:33][cH:34][cH:35]4)([c:36]4[cH:37][cH:38][cH:39][cH:40][cH:41]4)[c:42]4[cH:43][cH:44][cH:45][cH:46][cH:47]4)=[O:48])[CH2:23][CH:24]([OH:26])[CH2:25]3)[CH2:16][CH2:17][CH2:18]2)[CH2:7][CH2:8][CH2:9]1.[CH2:49]([CH:50]=[CH2:51])[Br:52]>>[Br-:52].[CH2:1]([CH:2]=[CH2:3])[N+:4]1([CH2:51][CH:50]=[CH2:49])[CH2:5][CH:6]([CH2:10][NH:11][C:12](=[O:13])[CH:14]2[N:15]([C:19](=[O:20])[CH:21]3[N:22]([C:27]([CH2:28][C:29]([c:30]4[cH:31][cH:32][cH:33][cH:34][cH:35]4)([c:36]4[cH:37][cH:38][cH:39][cH:40][cH:41]4)[c:42]4[cH:43][cH:44][cH:45][cH:46][cH:47]4)=[O:48])[CH2:23][CH:24]([OH:26])[CH2:25]3)[CH2:16][CH2:17][CH2:18]2)[CH2:7][CH2:8][CH2:9]1. The reactants are C(=O)([O-])[O-].[K+].[K+] (K2CO3), Cl.C1(=CC=CC=C1)NN (phenylhydrazine hydrochloride). The solvent is C(=O)OC (methyl formate), O (water). Run at time 12 hour. Yields the product C1(=CC=CC=C1)NNC=O (N′-Phenylformic hydrazide). Isolated yield 99.8%. RXN SMILES: [C:1]([O-:4])([O-])=O.[K+].[K+].Cl.[C:8]1([NH:14][NH2:15])[CH:13]=[CH:12][CH:11]=[CH:10][CH:9]=1>C(OC)=O.O>[C:8]1([NH:14][NH:15][CH:1]=[O:4])[CH:13]=[CH:12][CH:11]=[CH:10][CH:9]=1 |f:0.1.2,3.4|. Procedure details: 25 g of K2CO3 are added to a solution of 20 g of phenylhydrazine hydrochloride in 150 ml of methyl formate and 60 ml of water, and the mixture is refluxed for 1 hour and left at AT for 12 hours with stirring. The precipitate formed is filter-dried, and washed with a propan-2-ol/petroleum ether mixture. 18.8 g of the expected compound are obtained. Reactants: BrCC=1C=CC(=NC1)F (5-bromomethyl-2-fluoropyridine), C([O-])([O-])=O.[K+].[K+] (potassium carbonate), FC(C(=O)N=C1NC=CC=C1)(F)F (2,2,2-trifluoro-N-(pyridin-2(1H)-ylidene)acetoamide), ( 1 ). Run in C(C)#N (acetonitrile). Product: FC1=CC=C(C=N1)CN1C(C=CC=C1)=NC(C(F)(F)F)=O (N-[1-((6-fluoropyridin-3-yl)methyl)pyridin-2(1H)-ylidene]-2,2,2-trifluoroacetamide). RXN SMILES: Br[CH2:2][C:3]1[CH:4]=[CH:5][C:6]([F:9])=[N:7][CH:8]=1.[F:10][C:11]([F:22])([F:21])[C:12]([N:14]=[C:15]1[CH:20]=[CH:19][CH:18]=[CH:17][NH:16]1)=[O:13].C(=O)([O-])[O-].[K+].[K+]>C(#N)C>[F:9][C:6]1[N:7]=[CH:8][C:3]([CH2:2][N:16]2[CH:17]=[CH:18][CH:19]=[CH:20][C:15]2=[N:14][C:12](=[O:13])[C:11]([F:21])([F:22])[F:10])=[CH:4][CH:5]=1 |f:2.3.4|. Procedure details: 57 mg (0.30 mmol) of the 5-bromomethyl-2-fluoropyridine obtained by the aforementioned method was dissolved in 10 ml of anhydrous acetonitrile, 57 mg (0.30 mmol) of 2,2,2-trifluoro-N-(pyridin-2(1H)-ylidene)acetoamide synthesized by the method described in (1) of Synthetic Example P1 and 69 mg (0.50 mmol) of potassium carbonate were added thereto in sequence, and the resulting mixture was heated and refluxed for 6 hours. After the reaction was completed, the reaction solution was returned to room... As a reaction SMILES: [N:1]1([C:6]2[CH:26]=[CH:25][C:9]([CH2:10][N:11]3[C:20]4[CH:19]=[CH:18][CH:17]=[CH:16][C:15]=4[C:14]4=[N:21][NH:22][C:23](=[O:24])[C:13]4=[N:12]3)=[CH:8][CH:7]=2)[CH:5]=[CH:4][CH:3]=[N:2]1.I[C:28]1[CH:33]=[CH:32][CH:31]=[C:30]([CH3:34])[C:29]=1[CH3:35].P([O-])([O-])([O-])=O.[K+].[K+].[K+].CN[C@@H]1CCCC[C@H]1NC.C(=O)(O)[O-].[Na+]>CN(C)C=O.[Cu]I>[CH3:35][C:29]1[C:30]([CH3:34])=[CH:31][CH:32]=[CH:33][C:28]=1[N:22]1[C:23](=[O:24])[C:13]2=[N:12][N:11]([CH2:10][C:9]3[CH:8]=[CH:7][C:6]([N:1]4[CH:5]=[CH:4][CH:3]=[N:2]4)=[CH:26][CH:25]=3)[C:20]3[CH:19]=[CH:18][CH:17]=[CH:16][C:15]=3[C:14]2=[N:21]1 |f:2.3.4.5,7.8|. Reactants: IC1=C(C(=CC=C1)C)C (1-iodo-2,3-dimethylbenzene), P(=O)([O-])([O-])[O-].[K+].[K+].[K+] (potassium phosphate), CN[C@H]1[C@@H](CCCC1)NC ((±)-trans-N,N′-dimethylcyclohexane-1,2-diamine), C([O-])(O)=O.[Na+] (sodium bicarbonate), N1(N=CC=C1)C1=CC=C(CN2N=C3C(C=4C=CC=CC24)=NNC3=O)C=C1 (5-[4-(1H-Pyrazol-1-yl)benzyl]-2,5-dihydro-3H-pyrazolo[4,3-c]cinnolin-3-one). Procedure details: 5-[4-(1H-Pyrazol-1-yl)benzyl]-2,5-dihydro-3H-pyrazolo[4,3-c]cinnolin-3-one (75 mg, 0.22 mmol) was dissolved in degassed N,N-dimethylformamide and treated with 1-iodo-2,3-dimethylbenzene (0.15 g, 0.66 mmol, 3 equiv), tribasic potassium phosphate (0.28 g, 1.31 mmol, 6 equiv), copper(I) iodide (42 mg, 0.22 mmol, 1 equiv) and (±)-trans-N,N′-dimethylcyclohexane-1,2-diamine (93 mg, 0.66 mmol, 3 equiv). The mixture was placed into an oil bath preheated at 110° C. for 30 minutes, cooled to ambient tempe... Run at time 30 minute. Solvent: CN(C=O)C (N,N-dimethylformamide). Product: CC1=C(C=CC=C1C)N1N=C2C(=NN(C=3C=CC=CC23)CC2=CC=C(C=C2)N2N=CC=C2)C1=O (2-(2,3-dimethylphenyl)-5-[4-(1H-pyrazol-1-yl)benzyl]-2,5-dihydro-3H-pyrazolo[4,3-c]cinnolin-3-one). The reagents and catalysts are [Cu]I (copper(I) iodide). Reactants: C[O-].[Na+] (sodium methoxide), CO (methanol), BrC1=CC(=NC=C1F)C1=N[C@@]2(CC1)C(N(CC2)C)=O ((5R)-2-(4-bromo-5-fluoro-2-pyridyl)-7-methyl-1,7-diazaspiro[4.4]non-1-en-6-one), C[O-].[Na+] (sodium methoxide), CO (methanol), C[O-].[Na+] (sodium methoxide), CO (methanol). Solvent: C1CCOC1 (THF). Run at time 10 minute. The product is BrC1=CC(=NC=C1OC)C1=N[C@@]2(CC1)C(N(CC2)C)=O ((5R)-2-(4-Bromo-5-methoxy-2-pyridyl)-7-methyl-1,7-diazaspiro[4.4]non-1-en-6-one). RXN SMILES: [Br:1][C:2]1[C:7](F)=[CH:6][N:5]=[C:4]([C:9]2[CH2:13][CH2:12][C@:11]3([CH2:17][CH2:16][N:15]([CH3:18])[C:14]3=[O:19])[N:10]=2)[CH:3]=1.[CH3:20][O-:21].[Na+].CO>C1COCC1>[Br:1][C:2]1[C:7]([O:21][CH3:20])=[CH:6][N:5]=[C:4]([C:9]2[CH2:13][CH2:12][C@:11]3([CH2:17][CH2:16][N:15]([CH3:18])[C:14]3=[O:19])[N:10]=2)[CH:3]=1 |f:1.2|. Procedure: To a solution of (5R)-2-(4-bromo-5-fluoro-2-pyridyl)-7-methyl-1,7-diazaspiro[4.4]non-1-en-6-one (which may be prepared as described in Description 35) (50 mg, 0.1500 mmol) in THF (2 mL) was added 30% wt. sodium methoxide in methanol (27.6 mg, 0.1500 mmol). The solution was stirred for 10 mins. A further 2 portions of 30% wt. sodium methoxide in methanol (27.6 mg, 0.1500 mmol) were added and the mixture stirred at room temperature for a further 10 mins. A further portion of 30% wt. sodium methoxi... Reaction conditions: time 8 hour. The reactants are C(C)(=O)O (acetic acid), [H-].[Na+] (NaH), C(#N)C1=CC=C(C=C1)CCC(=O)OCC (ethyl 3-(4-cyanophenyl)propanoate), C(=O)OCC (ethyl formate). Procedure details: To a suspension of NaH (1.102 g, 27.6 mmol) in DME (15 mL) was added dropwise a solution of ethyl 3-(4-cyanophenyl)propanoate (1.4 g, 6.89 mmol) and ethyl formate (2.77 mL, 34.4 mmol) in DME (15 mL). The reaction mixture was then stirred at room temperature overnight. It was neutralized with acetic acid (1.7 mL), then extracted with EtOAc. The organic phases were collected, washed with brine, dried over Na2SO4, filtered, and concentrated. The residue was purified by a flash column chromatography... The solvent is CC(OCC)=O (EA), COCCOC (DME), COCCOC (DME). RXN SMILES: [H-].[Na+].[C:3]([C:5]1[CH:10]=[CH:9][C:8]([CH2:11][CH2:12][C:13]([O:15][CH2:16][CH3:17])=[O:14])=[CH:7][CH:6]=1)#[N:4].[CH:18](OCC)=[O:19].C(O)(=O)C>COCCOC.CC(=O)OCC>[C:3]([C:5]1[CH:10]=[CH:9][C:8]([CH2:11][CH:12]([CH:18]=[O:19])[C:13]([O:15][CH2:16][CH3:17])=[O:14])=[CH:7][CH:6]=1)#[N:4] |f:0.1|. Yield: 81.6%. Yields the product C(#N)C1=CC=C(C=C1)CC(C(=O)OCC)C=O (Ethyl 3-(4-cyanophenyl)-2-formylpropanoate). The reactants are ClC1=CC(=CC=C1)C(=O)OO (Meta-chloroperbenzoic acid), ice, O[C@H]1CCC[C@@]2([C@H](CC[C@@H]12)[C@@H](C=O)C)C ((S)-2-{(3R,3aR,7S,7aR)-octahydro-7-hydroxy-3a-methyl-1H-indene-3-yl}propanal), O[C@H]1CCC[C@@]2([C@H](CC[C@@H]12)[C@@H](C=O)C)C ((S)-2-{(3R,3aR,7S,7aR)-octahydro-7-hydroxy-3a-methyl-1H-indene-3-yl}propanal), O.O.P(=O)(O)(O)[O-].[Na+] (sodium dihydrogen phosphate dihydrate). The solvent is C(Cl)Cl (methylene chloride). Conditions: time 10 minute. Product: C(=O)O[C@@H](C)[C@H]1CC[C@H]2[C@H](CCC[C@]12C)O ((S)-1-{(3S,3aS,7S,7aR)-octahydro-7-hydroxy-3a-methyl-1H-indene-3-yl}ethyl formate). Isolated yield 90.4%. Reaction SMILES: [OH:1][C@@H:2]1[C@H:10]2[C@@:6]([CH3:15])([C@@H:7]([C@H:11]([CH3:14])C=O)[CH2:8][CH2:9]2)[CH2:5][CH2:4][CH2:3]1.O.O.P([O-])(O)(O)=O.[Na+].ClC1C=CC=C([C:31]([O:33]O)=[O:32])C=1>C(Cl)Cl>[CH:31]([O:33][C@H:11]([C@@H:7]1[C@:6]2([CH3:15])[C@H:10]([C@@H:2]([OH:1])[CH2:3][CH2:4][CH2:5]2)[CH2:9][CH2:8]1)[CH3:14])=[O:32] |f:1.2.3.4|. Procedure: Under a nitrogen atmosphere, a solution of (S)-2-{(3R,3aR,7S,7aR)-octahydro-7-hydroxy-3a-methyl-1H-indene-3-yl}propanal (Compound 15: 1.85 g, 8.797 mmol) in methylene chloride (30 ml) was cooled in an ice bath, and sodium dihydrogen phosphate dihydrate (6.86 g, 43.99 mmol) was added thereto. Meta-chloroperbenzoic acid (3.50 g, 13.2 mmol, calculated as 65%) was added thereto over 10 minutes. The reaction solution was stirred in the ice bath for 30 minutes, and at 17° C. to 21° C. for 12.5 hours. ... Run in CCOCC (ether), CCCCCC.C(C)(=O)OCC (hexane ethyl acetate). The reactants are CC1=CC=C(C=C1)C=CC(C)=O (4-(4-methyphenyl)-3-butene-2-one), C1(CC(CCC1)=O)=O (1,3-cyclohexanedione), C(C)(=O)[O-].[NH4+] (ammonium acetate), C(C)O (ethanol). The yield is 25.3%. As a reaction SMILES: [CH3:1][C:2]1[CH:7]=[CH:6][C:5]([CH:8]=[CH:9][C:10](=O)[CH3:11])=[CH:4][CH:3]=1.[C:13]1(=[O:20])[CH2:18][CH2:17][CH2:16][C:15](=O)[CH2:14]1.C([O-])(=O)C.[NH4+:25].C(O)C>CCOCC.CCCCCC.C(OCC)(=O)C>[CH3:11][C:10]1[NH:25][C:15]2[CH2:16][CH2:17][CH2:18][C:13](=[O:20])[C:14]=2[CH:8]([C:5]2[CH:6]=[CH:7][C:2]([CH3:1])=[CH:3][CH:4]=2)[CH:9]=1 |f:2.3,6.7|. Procedure: A mixture of 4-(4-methyphenyl)-3-butene-2-one (5.0 g), 1,3-cyclohexanedione (3.66 g), ammonium acetate (3.61 g) and 100 mL of ethanol were heated at reflux overnight and then cooled to room temperature. The solvent was evaporated and the residue was partitioned between water and ethyl acetate. The organic layer was dried, filtered, and evaporated to obtain an amber oil. Chromatography, with hexane:ethyl acetate (1:1) as the eluent, and trituration from ether provided the title compound as an off... The product is CC=1NC=2CCCC(C2C(C1)C1=CC=C(C=C1)C)=O (2-Methyl-4-(4-methylphenyl)-4,6,7,8-tetrahydro-5(1H)-quinolone).